From a dataset of the Open Reaction Database (ORD), a public repository of structured organic reaction records. describe an organic reaction: reactants, conditions, products, and yield Starting materials: C(C1=CC=CC=C1)OC1=CC=C(CC(C(=O)OCC)(CCCC2=CC=CC=C2)C)C=C1 (ethyl 2-(4-benzyloxybenzyl)-2-methyl-5-phenylvalerate). Reagents/catalysts: [Pd] (palladium on carbon). Yields the product OC1=CC=C(CC(C(=O)OCC)(CCCC2=CC=CC=C2)C)C=C1 (Ethyl 2-(4-hydroxybenzyl)-2-methyl-5-phenylvalerate). The yield is 107.2%. Reaction SMILES: C([O:8][C:9]1[CH:31]=[CH:30][C:12]([CH2:13][C:14]([CH3:29])([CH2:20][CH2:21][CH2:22][C:23]2[CH:28]=[CH:27][CH:26]=[CH:25][CH:24]=2)[C:15]([O:17][CH2:18][CH3:19])=[O:16])=[CH:11][CH:10]=1)C1C=CC=CC=1>[Pd]>[OH:8][C:9]1[CH:10]=[CH:11][C:12]([CH2:13][C:14]([CH3:29])([CH2:20][CH2:21][CH2:22][C:23]2[CH:28]=[CH:27][CH:26]=[CH:25][CH:24]=2)[C:15]([O:17][CH2:18][CH3:19])=[O:16])=[CH:30][CH:31]=1. Procedure: In a similar manner to that described in Reference example 1(d), a reaction was carried out using ethyl 2-(4-benzyloxybenzyl)-2-methyl-5-phenylvalerate (1.88 g), which is the product of Reference example 7(c), and palladium on carbon (5%, 0.28 g) and the reaction mixture was treated to afford the desired compound (1.58 g) as a syrup. The reactants are C(C)(=O)NC1C2(CCCCCC1C(C1=C2C=C(C=C1)OC(C)=O)=O)C (13-acetylamino-6,7,8,9,10,11-hexahydro-3-acetyloxy-5-methyl-5,11-methanobenzocyclodecen-12(5H)-one), C(C)(=O)O (acetic acid), [BH4-].[Na+] (sodium borohydride). Reagents/catalysts: [BH4-].[Zn+2].[BH4-] (zinc borohydride), [Cl-].[Zn+2].[Cl-] (Zinc chloride). Run in C(C)OCC (diethyl ether), O (water), CCOCC (ether), C(C)OCC (diethyl ether). Conditions: time 8 hour. The product is C(C)(=O)NC1C2(CCCCCC1=CC1=C2C=C(C=C1)O)C (13-Acetylamino-5,6,7,8,9,10-hexahydro-5-methyl-5,11-methanobenzocyclodecen-3-ol). The yield is 80.9%. RXN SMILES: [BH4-].[Na+].[C:3]([NH:6][CH:7]1[CH:14]2[C:15](=O)[C:16]3[CH:21]=[CH:20][C:19]([O:22]C(=O)C)=[CH:18][C:17]=3[C:8]1([CH3:27])[CH2:9][CH2:10][CH2:11][CH2:12][CH2:13]2)(=[O:5])[CH3:4].C(O)(=O)C>C(OCC)C.O.[Cl-].[Zn+2].[Cl-].[BH4-].[Zn+2].[BH4-]>[C:3]([NH:6][CH:7]1[C:14]2=[CH:15][C:16]3[CH:21]=[CH:20][C:19]([OH:22])=[CH:18][C:17]=3[C:8]1([CH3:27])[CH2:9][CH2:10][CH2:11][CH2:12][CH2:13]2)(=[O:5])[CH3:4] |f:0.1,6.7.8,9.10.11|. Procedure details: Zinc chloride (5 g., 0.03 mole) was dissolved in 60 mL of diethyl ether and the insoluble material was filtered. The ethereal solution was added dropwise to sodium borohydride (3.5 g., 0.009 mole) in 150 mL of ether. The reaction mixture was stirred overnight at room temperature. The separated solid was allowed to settle and the supernatent liquid was removed by decantation. This ethereal solution of zinc borohydride was added to a solution of 4 g. (0.01 mole) of 13-acetylamino-6,7,8,9,10,11-hex... Starting materials: COC1=CC=C(C=C1)O (4-methoxyphenol), [Br-].[Br-].[Br-].C(C1=CC=CC=C1)[N+](C)(C)C.C(C1=CC=CC=C1)[N+](C)(C)C.C(C1=CC=CC=C1)[N+](C)(C)C (benzyltrimethylammonium tribromide). The solvent is C(Cl)Cl (CH2Cl2), C(Cl)Cl (CH2Cl2), CO (MeOH). Yields the product BrC1=C(C(=CC(=C1)OC)Br)O (2,6-dibromo-4-methoxy-phenol). Yield: 101.2%. RXN SMILES: [CH3:1][O:2][C:3]1[CH:8]=[CH:7][C:6]([OH:9])=[CH:5][CH:4]=1.[Br-:10].[Br-:11].[Br-].C([N+](C)(C)C)C1C=CC=CC=1.C([N+](C)(C)C)C1C=CC=CC=1.C([N+](C)(C)C)C1C=CC=CC=1>C(Cl)Cl.CO>[Br:10][C:7]1[CH:8]=[C:3]([O:2][CH3:1])[CH:4]=[C:5]([Br:11])[C:6]=1[OH:9] |f:1.2.3.4.5.6|. Procedure details: To 4-methoxyphenol (10.00 g, 80.6 mmol) in CH2Cl2 (70 mL), add a stirred solution of benzyltrimethylammonium tribromide (69.10 g, 177.2 mmol) in CH2Cl2 (500 mL) and MeOH (200 mL). Stir the reaction for 12 hours and remove the solvent in vacuo. Add methyl tert-butyl ether (MTBE) (600 mL) and collect the precipitate (benzyltrimethylammonium bromide) by filtration and wash with MTBE (200 mL). Filter the organics through Celite® and concentrate to provide the subtitled product (23.0 g, >95%) as an o... As a reaction SMILES: [C:1]12([CH3:12])[C:2](=[O:3])[C:4](=[O:5])[CH:6]([CH2:7][CH2:8]1)[C:9]2([CH3:10])[CH3:11].[N+:13](=[N-:14])=[CH:15][C:16](=[O:17])[O:18][CH2:19][CH3:20]>>[C:1]12([CH3:12])[C:2](=[O:3])[CH:15]([C:16](=[O:17])[O:18][CH2:19][CH3:20])[C:4](=[O:5])[CH:6]([CH2:7][CH2:8]1)[C:9]2([CH3:10])[CH3:11]. The reactants are CC12CCC(C(=O)C1=O)C2(C)C, CCOC(=O)C=[N+]=[N-]. Product: CCOC(=O)C1C(=O)C2CCC(C)(C1=O)C2(C)C. Reactants: O=C(Cl)c1ccccc1, CN1CC2CN(C)CC(C1)C2O, c1ccncc1. The product is CN1CC2CN(C)CC(C1)C2OC(=O)c1ccccc1. As a reaction SMILES: [C:13]([c:14]1[cH:15][cH:16][cH:17][cH:18][cH:19]1)(=[O:20])[Cl:21].[CH3:1][N:2]1[CH2:3][CH:4]2[CH2:5][N:6]([CH3:12])[CH2:7][CH:8]([CH2:9]1)[CH:10]2[OH:11].[cH:22]1[cH:23][cH:24][n:25][cH:26][cH:27]1>>[CH3:1][N:2]1[CH2:3][CH:4]2[CH2:5][N:6]([CH3:12])[CH2:7][CH:8]([CH2:9]1)[CH:10]2[O:11][C:13]([c:14]1[cH:15][cH:16][cH:17][cH:18][cH:19]1)=[O:20]. Reactants: Cc1c(OC2CCCC(N(C)c3ccccc3)C2)ccc2c1cnn2C1CCCCO1, CC(C)O. Yields the product Cc1c(OC2CCCC(N(C)c3ccccc3)C2)ccc2[nH]ncc12. RXN SMILES: [CH3:1][N:2]([c:3]1[cH:4][cH:5][cH:6][cH:7][cH:8]1)[CH:9]1[CH2:10][CH:11]([O:15][c:16]2[c:17]([CH3:31])[c:18]3[cH:19][n:20][n:21]([CH:25]4[CH2:26][CH2:27][CH2:28][CH2:29][O:30]4)[c:22]3[cH:23][cH:24]2)[CH2:12][CH2:13][CH2:14]1.[CH:32]([OH:33])([CH3:34])[CH3:35]>>[CH3:1][N:2]([c:3]1[cH:4][cH:5][cH:6][cH:7][cH:8]1)[CH:9]1[CH2:10][CH:11]([O:15][c:16]2[c:17]([CH3:31])[c:18]3[cH:19][n:20][nH:21][c:22]3[cH:23][cH:24]2)[CH2:12][CH2:13][CH2:14]1. Starting materials: CCOC(=O)C(C(=O)OCC)=C(C)C, CCOC(C)=O, Nc1ccc(F)cc1, c1c[nH]cn1. Product: CCOC(=O)C(C(=O)Nc1ccc(F)cc1)=C(C)C. Reaction SMILES: [C:9]([CH3:10])([CH3:11])=[C:12]([C:13](=[O:14])[O:15][CH2:16][CH3:17])[C:18](=[O:19])[O:20][CH2:21][CH3:22].[CH3:28][CH2:29][O:30][C:31]([CH3:32])=[O:33].[NH2:1][c:2]1[cH:3][cH:4][c:5]([F:6])[cH:7][cH:8]1.[nH:23]1[cH:24][cH:25][n:26][cH:27]1>>[NH:1]([c:2]1[cH:3][cH:4][c:5]([F:6])[cH:7][cH:8]1)[C:18]([C:12](=[C:9]([CH3:10])[CH3:11])[C:13](=[O:14])[O:15][CH2:16][CH3:17])=[O:19]. The product is CS(=O)(=O)C(C#N)=CC1=CC=C(C=C1)NC=1N=C2C(=NC1)N(C=C2C(C(C)(C)C)=O)COCC[Si](C)(C)C (2-(methylsulfonyl)-3-(4-(7-pivaloyl-5-((2-(trimethylsilyl)ethoxy)methyl)-5H-pyrrolo[2,3-b]pyrazin-2-ylamino)phenyl)acrylonitrile). Reaction SMILES: [C:1]([C:7]1[C:15]2[C:10](=[N:11][CH:12]=[C:13]([NH:16][C:17]3[CH:24]=[CH:23][C:20]([CH:21]=O)=[CH:19][CH:18]=3)[N:14]=2)[N:9]([CH2:25][O:26][CH2:27][CH2:28][Si:29]([CH3:32])([CH3:31])[CH3:30])[CH:8]=1)(=[O:6])[C:2]([CH3:5])([CH3:4])[CH3:3].[CH3:33][S:34]([CH2:37][C:38]#[N:39])(=[O:36])=[O:35].C(O)(=O)C.N1CCCCC1>C(O)C>[CH3:33][S:34]([C:37](=[CH:21][C:20]1[CH:19]=[CH:18][C:17]([NH:16][C:13]2[N:14]=[C:15]3[C:7]([C:1](=[O:6])[C:2]([CH3:5])([CH3:3])[CH3:4])=[CH:8][N:9]([CH2:25][O:26][CH2:27][CH2:28][Si:29]([CH3:30])([CH3:32])[CH3:31])[C:10]3=[N:11][CH:12]=2)=[CH:24][CH:23]=1)[C:38]#[N:39])(=[O:36])=[O:35] |f:2.3|. The reactants are C(C(C)(C)C)(=O)C1=CN(C2=NC=C(N=C21)NC2=CC=C(C=O)C=C2)COCC[Si](C)(C)C (4-(7-pivaloyl-5-((2-(trimethylsilyl)ethoxy)methyl)-5H-pyrrolo[2,3-b]pyrazin-2-ylamino)benzaldehyde), CS(=O)(=O)CC#N (2-(methylsulfonyl)acetonitrile), C(C)(=O)O.N1CCCCC1 (Piperidine acetate). Procedure details: To a 10 ml seal tube, 4-(7-pivaloyl-5-((2-(trimethylsilyl)ethoxy)methyl)-5H-pyrrolo[2,3-b]pyrazin-2-ylamino)benzaldehyde (0.1 g, 0.00022 mol) and 2-(methylsulfonyl)acetonitrile (0.105 g, 0.00088 mol) were taken in ethanol (5 ml). Piperidine acetate (3.3 M solution in water) (1.0 ml) was added dropwise at RT. After completion of the addition, reaction mixture was refluxed for 24 hr. After completion of the reaction, ethanol was distilled out to obtain crude product. The crude product was purified... The solvent is C(C)O (ethanol), C(C)O (ethanol). Isolated yield 64.0%. As a reaction SMILES: [N:1]1([C:6]2[O:10][C:9]3[C:11]([OH:17])=[C:12]([O:15][CH3:16])[CH:13]=[CH:14][C:8]=3[C:7]=2[C:18](=[O:31])[C:19]2[CH:24]=[C:23]([O:25][CH3:26])[C:22]([O:27][CH3:28])=[C:21]([O:29][CH3:30])[CH:20]=2)[CH:5]=[CH:4][N:3]=C1.[NH:32]1C=CN=N1.N1C=CN=C1>>[N:1]1([C:6]2[O:10][C:9]3[C:11]([OH:17])=[C:12]([O:15][CH3:16])[CH:13]=[CH:14][C:8]=3[C:7]=2[C:18](=[O:31])[C:19]2[CH:20]=[C:21]([O:29][CH3:30])[C:22]([O:27][CH3:28])=[C:23]([O:25][CH3:26])[CH:24]=2)[CH:5]=[CH:4][N:3]=[N:32]1. Procedure: This material was prepared according to the procedure outlined above for 2-(N-imidazolyl)-7-hydroxy-3-(3,4,5-trimethoxybenzoyl)-6-methoxy-benzo[b]furan (entry 27, Table 1), above, except the 1,2,3-triazole was used as the nucleophile in place of imidazole. 1H NMR (300 MHz, CDCl3) δ 8.47 (d, 1H, J=1.21 Hz), 7.75 (d, 1H, J=1.20 Hz), 7.27 (d, 1H, J=8.60 Hz), 7.18 (d, 1H, J=8.66 Hz), 7.05 (s, 2H, benzoyl Hs), 3.94 (s, 3H, OMe), 3.74 (s, 6H, 2×OMe), 3.73 (s, 3H, OMe). Reactants: N1(C=NC=C1)C1=C(C2=C(O1)C(=C(C=C2)OC)O)C(C2=CC(=C(C(=C2)OC)OC)OC)=O (2-(N-imidazolyl)-7-hydroxy-3-(3,4,5-trimethoxybenzoyl)-6-methoxy-benzo[b]furan), N1N=NC=C1 (1,2,3-triazole), N1C=NC=C1 (imidazole). The product is N1(N=NC=C1)C1=C(C2=C(O1)C(=C(C=C2)OC)O)C(C2=CC(=C(C(=C2)OC)OC)OC)=O (2-(1N-1,2,3-triazolyl)-7-hydroxy-3-(3,4,5-trimethoxybenzoyl)-6-methoxy-benzo[b]furan). Reactants: [Cl-].[Na+] (sodium chloride), ClC1=NC(=NS1)SCOCC (5-chloro-3-ethoxymethylthio-1,2,4-thiadiazole), CC1(OCC(O1)CO)C (2,2-dimethyl-1,3-dioxolane-4-methanol), [H-].[Na+] (sodium hydride). The solvent is C(C)(C)(C)OC (t-butylmethylether), CN(C=O)C (N,N-dimethylformamide). Run at temperature 0 celsius, time 30 minute. The product is CC1(OCC(O1)COC1=NC(=NS1)SCOCC)C (5-(2,2-dimethyl-1,3-dioxolane-4-yl)methoxy-3-ethoxymethylthio-1,2,4-thiadiazole). Yield: 75.7%. RXN SMILES: Cl[C:2]1[S:6][N:5]=[C:4]([S:7][CH2:8][O:9][CH2:10][CH3:11])[N:3]=1.[CH3:12][C:13]1([CH3:20])[O:17][CH:16]([CH2:18][OH:19])[CH2:15][O:14]1.[H-].[Na+].[Cl-].[Na+]>C(OC)(C)(C)C.CN(C)C=O>[CH3:12][C:13]1([CH3:20])[O:17][CH:16]([CH2:18][O:19][C:2]2[S:6][N:5]=[C:4]([S:7][CH2:8][O:9][CH2:10][CH3:11])[N:3]=2)[CH2:15][O:14]1 |f:2.3,4.5|. Procedure details: To 3 g of N,N-dimethylformamide, 300 mg of 5-chloro-3-ethoxymethylthio-1,2,4-thiadiazole and 188 mg of 2,2-dimethyl-1,3-dioxolane-4-methanol were dissolved, and added 62 mg of sodium hydride (60% in oil) at about 0° C., followed by stirring at about 0° C. for 30 minutes and standing at room tempareture for about 1 day. Then, to the reaction mixture, t-butylmethylether and saturated sodium chloride aqueous solution were added, and separeted to two layers. The organic layer was dried by anhydrous ...